This data is from the Open Reaction Database (ORD), a public repository of structured organic reaction records. The task is: describe an organic reaction: reactants, conditions, products, and yield The reactants are ClC1=CC=C(C=C1)S(=O)(=O)N1CC(NCC(C1=O)CC1=CC=C(C=C1)OCOC)=O (4-[(4-chlorophenyl)sulfonyl]-6-[4-(methoxymethoxy)benzyl]-1,4-diazepan-2,5-dione), OC1=C(\C=C/2\C(N(CC(NC2)=O)S(=O)(=O)C2=CC=C(C=C2)Cl)=O)C=C(C=C1)C ((6E)-6-(2-hydroxy-5-methylbenzylidene)-4-[(4-chlorophenyl)sulfonyl]-1,4-diazepan-2,5-dione). Yields the product COCOC1=C(\C=C/2\C(N(CC(NC2)=O)S(=O)(=O)C2=CC=C(C=C2)Cl)=O)C=C(C=C1)C ((6E)-6-[2-(methoxymethoxy)-5-methylbenzylidene]-4-[(4-chlorophenyl)sulfonyl]-1,4-diazepan-2,5-dione), ClC1=CC=C(C=C1)S(=O)(=O)N1CC(NCC(C1=O)CC1=CC=C(C=C1)O)=O (4-[(4-chlorophenyl)sulfonyl]-6-(4-hydroxybenzyl)-1,4-diazepan-2,5-dione). As a reaction SMILES: [Cl:1][C:2]1[CH:7]=[CH:6][C:5]([S:8]([N:11]2[C:17](=[O:18])[CH:16]([CH2:19][C:20]3[CH:25]=[CH:24][C:23]([O:26][CH2:27]OC)=[CH:22][CH:21]=3)[CH2:15][NH:14][C:13](=[O:30])[CH2:12]2)(=[O:10])=[O:9])=[CH:4][CH:3]=1.[OH:31][C:32]1[CH:57]=[CH:56][C:55]([CH3:58])=[CH:54][C:33]=1/[CH:34]=[C:35]1/[C:36](=[O:53])[N:37]([S:43]([C:46]2[CH:51]=[CH:50][C:49]([Cl:52])=[CH:48][CH:47]=2)(=[O:45])=[O:44])[CH2:38][C:39](=[O:42])[NH:40][CH2:41]/1>>[CH3:23][O:26][CH2:27][O:31][C:32]1[CH:57]=[CH:56][C:55]([CH3:58])=[CH:54][C:33]=1/[CH:34]=[C:35]1/[C:36](=[O:53])[N:37]([S:43]([C:46]2[CH:47]=[CH:48][C:49]([Cl:52])=[CH:50][CH:51]=2)(=[O:44])=[O:45])[CH2:38][C:39](=[O:42])[NH:40][CH2:41]/1.[Cl:1][C:2]1[CH:7]=[CH:6][C:5]([S:8]([N:11]2[C:17](=[O:18])[CH:16]([CH2:19][C:20]3[CH:25]=[CH:24][C:23]([OH:26])=[CH:22][CH:21]=3)[CH2:15][NH:14][C:13](=[O:30])[CH2:12]2)(=[O:9])=[O:10])=[CH:4][CH:3]=1. Reported procedure: 4-[(4-chlorophenyl)sulfonyl]-6-[4-(methoxymethoxy)benzyl]-1,4-diazepan-2,5-dione, synthesized by using, instead of the starting material of Reference Example 124, that is, the compound S120, the compound S121 for the similar procedure as in Reference Example 124, Example 1, and Example 29, was used instead of the starting material compound of Example 193 that is, (6E)-6-[2-(methoxymethoxy)-5-methylbenzylidene]-4-[(4-chlorophenyl)sulfonyl]-1,4-diazepan-2,5-dione, for the similar procedure as in E... Reactants: C(C)OC1=C(C=CC=C1)C=1NC(C2=C(N1)C(=CC=N2)CCC)=O (2-(2-ethoxyphenyl)-8-n-propylpyrido-[3,2-d]pyrimidin-4(3H)-one), S(O)(O)(=O)=O (sulphuric acid), [N+](=O)(O)[O-] (nitric acid), ice water. Run at time 4.5 hour. The product is C(C)OC1=C(C=C(C=C1)[N+](=O)[O-])C=1NC(C2=C(N1)C(=CC=N2)CCC)=O (2-(2-Ethoxy-5-nitrophenyl)-8-n-propylpyrido[3,2-d]-primidin-4(3H)-one). The yield is 77.0%. Reaction SMILES: [CH2:1]([O:3][C:4]1[CH:9]=[CH:8][CH:7]=[CH:6][C:5]=1[C:10]1[NH:11][C:12](=[O:23])[C:13]2[N:19]=[CH:18][CH:17]=[C:16]([CH2:20][CH2:21][CH3:22])[C:14]=2[N:15]=1)[CH3:2].S(=O)(=O)(O)O.[N+:29]([O-])([OH:31])=[O:30]>>[CH2:1]([O:3][C:4]1[CH:9]=[CH:8][C:7]([N+:29]([O-:31])=[O:30])=[CH:6][C:5]=1[C:10]1[NH:11][C:12](=[O:23])[C:13]2[N:19]=[CH:18][CH:17]=[C:16]([CH2:20][CH2:21][CH3:22])[C:14]=2[N:15]=1)[CH3:2]. Procedure: A solution of 2-(2-ethoxyphenyl)-8-n-propylpyrido-[3,2-d]pyrimidin-4(3H)-one (Preparation 8; 0.80 g, 0.0026 mol) in a mixture of concentrated sulphuric acid (5.4 ml) and concentrated nitric acid (0.20 ml) was stirred at ambient temperature for 4.5 hours. The mixture was then poured cautiously into stirred ice/water (50 g) and the resulting mixture extracted with a methanol:dichloromethane mixture (1:9, 3×50 ml). The organic extracts were combined, dried (MgSO4) and evaporated under vacuum, and t... Starting materials: CCOC(=O)CC(C)=O, CN(C)C=O, CC(C)=CCCl, [H-], [Na+]. Yields the product CCOC(=O)C(CC=C(C)C)C(C)=O. As a reaction SMILES: [C:1]([CH2:2][C:3](=[O:4])[CH3:5])(=[O:6])[O:7][CH2:8][CH3:9].[CH3:18][N:19]([CH3:20])[CH:21]=[O:22].[Cl:12][CH2:13][CH:14]=[C:15]([CH3:16])[CH3:17].[H-:10].[Na+:11]>>[C:1]([CH:2]([C:3](=[O:4])[CH3:5])[CH2:13][CH:14]=[C:15]([CH3:16])[CH3:17])(=[O:6])[O:7][CH2:8][CH3:9]. Reactants: C(C)OCCO (2-Ethoxyethanol), C(CC)[C@@H]1CC[C@H](CC1)C1=NC(=C(C=C1)C#N)Cl (2-(trans-4-n-propylcyclohexyl)-5-cyano-6-chloropyridine). Reagents/catalysts: [Zn] (zinc). Run in O (water). Yields the product C(CC)[C@@H]1CC[C@H](CC1)C1=NC=C(C=C1)C#N (2-(trans-4- n-propylcyclohexyl)-5-cyanopyridine). The yield is 33.8%. Reaction SMILES: C(OCCO)C.[CH2:7]([C@H:10]1[CH2:15][CH2:14][C@H:13]([C:16]2[CH:21]=[CH:20][C:19]([C:22]#[N:23])=[C:18](Cl)[N:17]=2)[CH2:12][CH2:11]1)[CH2:8][CH3:9]>[Zn].O>[CH2:7]([C@H:10]1[CH2:11][CH2:12][C@H:13]([C:16]2[CH:21]=[CH:20][C:19]([C:22]#[N:23])=[CH:18][N:17]=2)[CH2:14][CH2:15]1)[CH2:8][CH3:9]. Procedure details: 2-Ethoxyethanol (200 ml), water (40 ml) and zinc powder (20 g) were added to 2-(trans-4-n-propylcyclohexyl)-5-cyano-6-chloropyridine (17.0 g) of Example 6, followed by heating the mixture under reflux for 28 hours, cooling, thereafter filtering, adding toluene (200 ml) and water (500 ml) to the filtrate, stirring, still standing, separating the toluene layer, twice washing it with water, and carrying out the same procedure as in Example 11 to obtain the objective 2-(trans-4- n-propylcyclohexyl)-... The solvent is CCO (EtOH), O (water). As a reaction SMILES: Br[C:2]1[C:3]([N:22]2[CH2:26][CH2:25][C@@:24]([OH:28])([CH3:27])[CH2:23]2)=[N:4][CH:5]=[C:6]([CH:21]=1)[C:7]([NH:9][C:10]1[CH:15]=[CH:14][C:13]([O:16][C:17]([F:20])([F:19])[F:18])=[CH:12][CH:11]=1)=[O:8].CC1(C)C(C)(C)OB([C:37]2[N:41]([CH2:42][O:43][CH2:44][CH2:45][Si:46]([CH3:49])([CH3:48])[CH3:47])[N:40]=[CH:39][CH:38]=2)O1.C([O-])([O-])=O.[Na+].[Na+].COCCOC>Cl[Pd](Cl)([P](C1C=CC=CC=1)(C1C=CC=CC=1)C1C=CC=CC=1)[P](C1C=CC=CC=1)(C1C=CC=CC=1)C1C=CC=CC=1.CCO.O>[OH:28][C@@:24]1([CH3:27])[CH2:25][CH2:26][N:22]([C:3]2[C:2]([C:37]3[N:41]([CH2:42][O:43][CH2:44][CH2:45][Si:46]([CH3:49])([CH3:48])[CH3:47])[N:40]=[CH:39][CH:38]=3)=[CH:21][C:6]([C:7]([NH:9][C:10]3[CH:15]=[CH:14][C:13]([O:16][C:17]([F:20])([F:19])[F:18])=[CH:12][CH:11]=3)=[O:8])=[CH:5][N:4]=2)[CH2:23]1 |f:2.3.4,^1:65,84|. Reagents/catalysts: Cl[Pd]([P](C1=CC=CC=C1)(C2=CC=CC=C2)C3=CC=CC=C3)([P](C4=CC=CC=C4)(C5=CC=CC=C5)C6=CC=CC=C6)Cl (Pd(PPh3)2Cl2). The reactants are BrC=1C(=NC=C(C(=O)NC2=CC=C(C=C2)OC(F)(F)F)C1)N1C[C@@](CC1)(C)O ((S)-5-Bromo-6-(3-hydroxy-3-methylpyrrolidin-1-yl)-N-(4-(trifluoromethoxy)phenyl)nicotinamide), CC1(OB(OC1(C)C)C1=CC=NN1COCC[Si](C)(C)C)C (5-(4,4,5,5-tetramethyl-1,3,2-dioxaborolan-2-yl)-1-((2-(trimethylsilyl)ethoxy)methyl)-1H-pyrazole), C(=O)([O-])[O-].[Na+].[Na+] (Na2CO3), COCCOC (DME), Si-Thiol. Reported procedure: (S)-5-Bromo-6-(3-hydroxy-3-methylpyrrolidin-1-yl)-N-(4-(trifluoromethoxy)phenyl)nicotinamide (Stage 13.2, 60 mg, 0.130 mmol), 5-(4,4,5,5-tetramethyl-1,3,2-dioxaborolan-2-yl)-1-((2-(trimethylsilyl)ethoxy)methyl)-1H-pyrazole (85 mg, 0.261 mmol), Pd(PPh3)2Cl2 (10.98 mg, 0.016 mmol), Na2CO3 (55.3 mg, 0.521 mmol), DME (553 μL), water (158 μL) and EtOH (79 μL) were added to a MW vial, which was sealed, evacuated/purged with argon and subjected to MW irradiation at 125° C. for 20 min. The RM was dilute... Product: O[C@@]1(CN(CC1)C1=NC=C(C(=O)NC2=CC=C(C=C2)OC(F)(F)F)C=C1C1=CC=NN1COCC[Si](C)(C)C)C ((S)-6-(3-Hydroxy-3-methylpyrrolidin-1-yl)-N-(4-(trifluoromethoxy)phenyl)-5-(1-((2-(trimethylsilyl)ethoxy)methyl)-1H-pyrazol-5-yl)nicotinamide). The reactants are C1(=CC=CC=C1)P(C1=CC=CC=C1)C1=CC=CC=C1 (triphenylphosphine), CS(=O)(=O)C1=CC=C(C=C1)B(O)O (4-(methanesulfonyl)benzeneboronic acid), BrC1=CC=C(C=C1)C=1OC(=C(N1)CCN1C[C@H](CC1)F)C (2-(4-bromophenyl)-4-{2-[(3S)-3-fluoropyrrolidin-1-yl]ethyl}-5-methyl-1,3-oxazole), C([O-])([O-])=O.[K+].[K+] (potassium carbonate). The reagents and catalysts are C(C)(=O)[O-].[Pd+2].C(C)(=O)[O-] (palladium (II) acetate). Solvent: C(C)#N (acetonitrile), O (water). Product: F[C@H]1CN(CC1)CCC=1N=C(OC1C)C1=CC=C(C=C1)C1=CC=C(C=C1)S(=O)(=O)C (4-{[(3R)-3-Fluoropyrrolidin-1-yl]ethyl}-2-[4′-(methylsulfonyl)biphenyl-4-yl]-5-methyl-1,3-oxazole). Reaction SMILES: C1(P(C2C=CC=CC=2)C2C=CC=CC=2)C=CC=CC=1.[CH3:20][S:21]([C:24]1[CH:29]=[CH:28][C:27](B(O)O)=[CH:26][CH:25]=1)(=[O:23])=[O:22].Br[C:34]1[CH:39]=[CH:38][C:37]([C:40]2[O:41][C:42]([CH3:53])=[C:43]([CH2:45][CH2:46][N:47]3[CH2:51][CH2:50][C@H:49]([F:52])[CH2:48]3)[N:44]=2)=[CH:36][CH:35]=1.C(=O)([O-])[O-].[K+].[K+]>C([O-])(=O)C.[Pd+2].C([O-])(=O)C.O.C(#N)C>[F:52][C@@H:49]1[CH2:50][CH2:51][N:47]([CH2:46][CH2:45][C:43]2[N:44]=[C:40]([C:37]3[CH:38]=[CH:39][C:34]([C:27]4[CH:28]=[CH:29][C:24]([S:21]([CH3:20])(=[O:23])=[O:22])=[CH:25][CH:26]=4)=[CH:35][CH:36]=3)[O:41][C:42]=2[CH3:53])[CH2:48]1 |f:3.4.5,6.7.8|. Procedure details: Prepare using the method of Example 103 with palladium (II) acetate (0.002 g, 0.008 mmol), anhydrous acetonitrile (4 mL), triphenylphosphine (0.009 g, 0.034 mmol), distilled water (1 mL), 4-(methanesulfonyl)benzeneboronic acid (0.096 g, 0.45 mmol), 2-(4-bromophenyl)-4-{2-[(3S)-3-fluoropyrrolidin-1-yl]ethyl}-5-methyl-1,3-oxazole (See Example 104) (0.150 g, 0.42 mmol) and potassium carbonate (0.176 g, 1.27 mmol) to give the title compound as a cream coloured solid (0.133 g): MS (m/e): 429(M+1). The reactants are C(#N)C(CCC(=O)OCC)(C(C)C)C1=CC(=CS1)C#N (Ethyl 4-cyano-4-(3-cyano-5-thienyl)-5-methylhexanate), Cl (hydrochloric acid), O (water), [BH4-].[Li+] (lithium borohydride). Run in C1CCOC1 (THF). Product: C(#N)C(CCCO)(C(C)C)C1=CC(=CS1)C#N (4-cyano-4-(3-cyano-5-thienyl)-5-methylhexanol), oil. Yield: 47.0%. RXN SMILES: [C:1]([C:3]([C:14]1[S:18][CH:17]=[C:16]([C:19]#[N:20])[CH:15]=1)([CH:11]([CH3:13])[CH3:12])[CH2:4][CH2:5][C:6](OCC)=[O:7])#[N:2].[BH4-].[Li+].Cl.O>C1COCC1>[C:1]([C:3]([C:14]1[S:18][CH:17]=[C:16]([C:19]#[N:20])[CH:15]=1)([CH:11]([CH3:13])[CH3:12])[CH2:4][CH2:5][CH2:6][OH:7])#[N:2] |f:1.2|. Reported procedure: Ethyl 4-cyano-4-(3-cyano-5-thienyl)-5-methylhexanate (0.55 g) was dissolved in THF (10 ml), lithium borohydride (46 mg) was added, and the mixture was heated under reflux for 1.5 hours. After cooling as it was to room temperature, 1N aqueous hydrochloric acid and water were added at 0° C., and the mixture was extracted with ethyl acetate. The mixture was further washed with brine, dried over anhydrous magnesium sulfate and then evaporated. The resulting residue was purified by silica gel column ...